Dataset: the Open Reaction Database (ORD), a public repository of structured organic reaction records. Task: describe an organic reaction: reactants, conditions, products, and yield Yield: 53.0%. Starting materials: C(C)OC(=O)C=1C=C2N(N=CC(=C2Cl)C#N)C1 (4-chloro-3-cyano-pyrrolo[1,2-b]pyridazine-6-carboxylic acid ethyl ester), O(C1=CC=CC=C1)C1=CC=C(C=C1)N (4-phenoxy-phenylamine), COC(=O)C=1C(=C2N(N=CC(=C2NC2=CC=C(C=C2)OC2=C(C=CC=C2)OC(C)(C)C(=O)OC(C)(C)C)C#N)C1)C (4-{4-[2-(1-tert-butoxycarbonyl-1-methyl-ethoxy)phenoxy]-phenylamino}-3-cyano-5-methyl-pyrrolo[1,2-b]pyridazine-6-carboxylicacid methyl ester). Reaction SMILES: [CH2:1]([O:3][C:4]([C:6]1[CH:7]=[C:8]2[C:13](Cl)=[C:12]([C:15]#[N:16])[CH:11]=[N:10][N:9]2[CH:17]=1)=[O:5])[CH3:2].[O:18]([C:25]1[CH:30]=[CH:29][C:28]([NH2:31])=[CH:27][CH:26]=1)[C:19]1[CH:24]=[CH:23][CH:22]=[CH:21][CH:20]=1.COC(C1C(C)=C2C(NC3C=CC(OC4C=CC=CC=4OC(C(OC(C)(C)C)=O)(C)C)=CC=3)=C(C#N)C=NN2C=1)=O>>[CH2:1]([O:3][C:4]([C:6]1[CH:7]=[C:8]2[C:13]([NH:31][C:28]3[CH:27]=[CH:26][C:25]([O:18][C:19]4[CH:24]=[CH:23][CH:22]=[CH:21][CH:20]=4)=[CH:30][CH:29]=3)=[C:12]([C:15]#[N:16])[CH:11]=[N:10][N:9]2[CH:17]=1)=[O:5])[CH3:2]. Procedure: Compound 403 was prepared from 403C and 4-phenoxy-phenylamine by a route analogous to that used for the preparation of 388D. Yield: 53%. MS Found: (M+H)+=399.2; 1H NMR (CDCl3) δ 8.1 and 7.9 (s, 1H each), 7.3 (m, 2H), 7.26 (m, 2H), 7.2 (m, 2H), 7.15 (m, 4H), 6.2 (s, 1H), 4.25 (q, J=7.2 Hz, 2H), 1.32 (t, J=7.2 Hz, 3H). Product: C(C)OC(=O)C=1C=C2N(N=CC(=C2NC2=CC=C(C=C2)OC2=CC=CC=C2)C#N)C1 (3-cyano-4-(4-phenoxy-phenylamino)-pyrrolo[1,2-b]pyridazine-6-carboxylic acid ethyl ester). Starting materials: CC1(CC(OC12CN(CC2)C(=O)OC(C)(C)C)=O)C (tert-Butyl 4,4-dimethyl-2-oxo-1-oxa-7-azaspiro[4.4]nonane-7-carboxylate), Cl (hydrogen chloride). The solvent is O1CCOCC1 (1,4-dioxane). The product is Cl.CC1(CC(OC12CNCC2)=O)C (4,4-dimethyl-1-oxa-7-azaspiro[4.4]nonan-2-one hydrochloride). Reaction SMILES: [CH3:1][C:2]1([CH3:19])[C:6]2([CH2:10][CH2:9][N:8](C(OC(C)(C)C)=O)[CH2:7]2)[O:5][C:4](=[O:18])[CH2:3]1.[ClH:20]>O1CCOCC1>[ClH:20].[CH3:1][C:2]1([CH3:19])[C:6]2([CH2:10][CH2:9][NH:8][CH2:7]2)[O:5][C:4](=[O:18])[CH2:3]1 |f:3.4|. Procedure details: tert-Butyl 4,4-dimethyl-2-oxo-1-oxa-7-azaspiro[4.4]nonane-7-carboxylate (0.20 g, 0.00074 mol) was treated with hydrogen chloride in 1,4-dioxane (4.00 M, 5.00 mL) at rt for 2 h. The volatiles were removed in-vacuo and the resultant HCl salt was used directly in the next step without further purification. LCMS (M+H) 170.2. Reactants: ClC=1C=C(C=CC1)C(F)(F)F (3-chloro-benzotrifluoride), ClC1=CC=C(C(=O)OC)C=C1 (methyl 4-chloro-benzoate), C1(=CC=CC=C1)P(C1=CC=CC=C1)C1=CC=CC=C1 (triphenylphosphine), [I-].[Na+] (sodium iodide). The reagents and catalysts are [Zn] (zinc), [Ni](Cl)Cl (nickel(II) chloride). The solvent is CN(C=O)C (dimethylformamide), C(Cl)(Cl)Cl (chloroform), CN(C=O)C (dimethylformamide). Run at time 6 hour. The product is FC(C=1C=C(C=CC1)C1=CC=C(C(=O)OC)C=C1)(F)F (methyl 4-(3-trifluoromethylphenyl)-benzoate). As a reaction SMILES: C1(P(C2C=CC=CC=2)C2C=CC=CC=2)C=CC=CC=1.[I-].[Na+].Cl[C:23]1[CH:24]=[C:25]([C:29]([F:32])([F:31])[F:30])[CH:26]=[CH:27][CH:28]=1.Cl[C:34]1[CH:43]=[CH:42][C:37]([C:38]([O:40][CH3:41])=[O:39])=[CH:36][CH:35]=1>[Zn].[Ni](Cl)Cl.C(Cl)(Cl)Cl.CN(C)C=O>[F:30][C:29]([F:32])([F:31])[C:25]1[CH:24]=[C:23]([C:34]2[CH:43]=[CH:42][C:37]([C:38]([O:40][CH3:41])=[O:39])=[CH:36][CH:35]=2)[CH:28]=[CH:27][CH:26]=1 |f:1.2|. Procedure details: 33 g of zinc powder, 33 g of triphenylphosphine, 5 of sodium iodide, 2.2 g of nickel(II) chloride and 200 ml of dimethylformamide were mixed under a nitrogen atmosphere and the mixture was initially introduced into the reaction vessel. The mixture was kept at 50° to 60° C. for half an hour, after which a suspension coloured deep red-brown was present. A solution containing 20.2 g (0.11 mol) of 3-chloro-benzotrifluoride, 38.2 g (0.22 mol) of methyl 4-chloro-benzoate and 100 ml of dimethylformamid...